From a dataset of the Open Reaction Database (ORD), a public repository of structured organic reaction records. describe an organic reaction: reactants, conditions, products, and yield Starting materials: Cl (HCl), ice, C(C)(C)(C)C1=C(C=CC=C1)N1CCN(CC1)C(=O)NC1=CC=C(OCC(=O)OC)C=C1 (methyl [4-({[4-(2-tert-butylphenyl)piperazin-1-yl]carbonyl}amino)phenoxy]acetate), [OH-].[Li+] (lithium hydroxide). Solvent: C1CCOC1 (THF). The product is C(C)(C)(C)C1=C(C=CC=C1)N1CCN(CC1)C(=O)NC1=CC=C(OCC(=O)O)C=C1 ([4-({[4-(2-tert-butylphenyl)piperazin-1-yl]carbonyl}amino)phenoxy]acetic acid). Yield: 98.2%. As a reaction SMILES: [C:1]([C:5]1[CH:10]=[CH:9][CH:8]=[CH:7][C:6]=1[N:11]1[CH2:16][CH2:15][N:14]([C:17]([NH:19][C:20]2[CH:31]=[CH:30][C:23]([O:24][CH2:25][C:26]([O:28]C)=[O:27])=[CH:22][CH:21]=2)=[O:18])[CH2:13][CH2:12]1)([CH3:4])([CH3:3])[CH3:2].[OH-].[Li+].Cl>C1COCC1>[C:1]([C:5]1[CH:10]=[CH:9][CH:8]=[CH:7][C:6]=1[N:11]1[CH2:12][CH2:13][N:14]([C:17]([NH:19][C:20]2[CH:21]=[CH:22][C:23]([O:24][CH2:25][C:26]([OH:28])=[O:27])=[CH:30][CH:31]=2)=[O:18])[CH2:15][CH2:16]1)([CH3:4])([CH3:2])[CH3:3] |f:1.2|. Procedure details: To an ice-cold stirred solution of methyl [4-({[4-(2-tert-butylphenyl)piperazin-1-yl]carbonyl}amino)phenoxy]acetate (Example 175, 0.240 g, 0.564 mmol) in THF (5 mL) was added 1 M lithium hydroxide solution (5 mL, 5 mmol). After 1 h the reaction mixture was acidified with 1 M HCl solution and extracted with ethyl acetate. The organic layer was washed with brine, dried over MgSO4, filtered and concentrated under reduced pressure to provide [4-({[4-(2-tert-butylphenyl)piperazin-1-yl]carbonyl}amino)... Reactants: ClC1=NC2=CC=C(C=C2C(=N1)C1=CC=CC=C1)OC (2-chloro-4-phenyl-6-methoxyquinazoline), O.NN (hydrazine hydrate), C(C)(=O)O (acetic acid). Solvent: C(C)O (ethanol). The product is N(N)C1=NC2=CC=C(C=C2C(=N1)C1=CC=CC=C1)OC (2-hydrazino-4-phenyl-6-methoxyquinazoline). Reaction SMILES: Cl[C:2]1[N:11]=[C:10]([C:12]2[CH:17]=[CH:16][CH:15]=[CH:14][CH:13]=2)[C:9]2[C:4](=[CH:5][CH:6]=[C:7]([O:18][CH3:19])[CH:8]=2)[N:3]=1.O.[NH2:21][NH2:22].C(O)(=O)C>C(O)C>[NH:21]([C:2]1[N:11]=[C:10]([C:12]2[CH:17]=[CH:16][CH:15]=[CH:14][CH:13]=2)[C:9]2[C:4](=[CH:5][CH:6]=[C:7]([O:18][CH3:19])[CH:8]=2)[N:3]=1)[NH2:22] |f:1.2|. Procedure: To a solution of 9.7 g of 2-chloro-4-phenyl-6-methoxyquinazoline in 300 ml of ethanol were added 15 ml of hydrazine hydrate and 8 ml of glacial acetic acid and the mixture was refluxed for 5 hours. After the precipitate was filtered off, the filtrate was concentrated in vacuo to give crystals. The crystals were collected by filtration, washed with ethanol, and dried to give 7.8 g of 2-hydrazino-4-phenyl-6-methoxyquinazoline, a part of which was recrystallized from ethanol to give yellow scales, ... Starting materials: CC(N)(C1=C(C=CC=C1)OCC1=CC=CC=C1)C (α,α-Dimethyl-2-(phenylmethoxy)-benzenemethanamine), C(C)N(C(C)C)C(C)C (N-ethyldiisopropylamine), BrC=1C(N(C=C(N1)Br)C=1C=C(C(=O)OCC)C=C(C1C)F)=O (3-(3,5-Dibromo-2-oxo-1(2H)-pyrazinyl)-5-fluoro-4-methyl-benzoic acid, ethyl ester). Run in O (water), O1CCOCC1 (dioxane). Conditions: temperature 100 celsius, time 10 hour. Product: BrC=1N=C(C(N(C1)C=1C=C(C(=O)OCC)C=C(C1C)F)=O)NC(C)(C1=C(C=CC=C1)OCC1=CC=CC=C1)C (3-[5-Bromo-3-[[1-methyl-1-[2-(phenylmethoxy)phenyl]ethyl]amino]-2-oxo-1(2H)-pyrazinyl]-5-fluoro-4-methyl-benzoic acid, ethyl ester). Isolated yield 99.9%. As a reaction SMILES: Br[C:2]1[C:3](=[O:22])[N:4]([C:9]2[CH:10]=[C:11]([CH:17]=[C:18]([F:21])[C:19]=2[CH3:20])[C:12]([O:14][CH2:15][CH3:16])=[O:13])[CH:5]=[C:6]([Br:8])[N:7]=1.[CH3:23][C:24]([CH3:40])([C:26]1[CH:31]=[CH:30][CH:29]=[CH:28][C:27]=1[O:32][CH2:33][C:34]1[CH:39]=[CH:38][CH:37]=[CH:36][CH:35]=1)[NH2:25].C(N(C(C)C)C(C)C)C>O1CCOCC1.O>[Br:8][C:6]1[N:7]=[C:2]([NH:25][C:24]([CH3:40])([C:26]2[CH:31]=[CH:30][CH:29]=[CH:28][C:27]=2[O:32][CH2:33][C:34]2[CH:39]=[CH:38][CH:37]=[CH:36][CH:35]=2)[CH3:23])[C:3](=[O:22])[N:4]([C:9]2[CH:10]=[C:11]([CH:17]=[C:18]([F:21])[C:19]=2[CH3:20])[C:12]([O:14][CH2:15][CH3:16])=[O:13])[CH:5]=1. Reported procedure: 3-(3,5-Dibromo-2-oxo-1(2H)-pyrazinyl)-5-fluoro-4-methyl-benzoic acid, ethyl ester (Example 169d, 1.137 g, 2.62 mmol) was dissolved in dioxane (10 mL). α,α-Dimethyl-2-(phenylmethoxy)-benzenemethanamine (Example 134a, 0.63 g) and N-ethyldiisopropylamine (0.67 mL, 3.93 mmol) were added under nitrogen and the resulting solution was stirred at 100° C. for 10 h. The reaction mixture was diluted with water (50 mL), and extracted with ethyl acetate (100 mL×2). The combined organics were dried (MgSO4), f...